This data is from the Open Reaction Database (ORD), a public repository of structured organic reaction records. The task is: describe an organic reaction: reactants, conditions, products, and yield Starting materials: CN(c1ncc(-c2ccc(C(F)(F)F)cc2)o1)c1cccc2c1CC(O[Si](C)(C)C(C)(C)C)CC2, CCCC[N+](CCCC)(CCCC)CCCC, [F-], C1CCOC1. Yields the product CN(c1ncc(-c2ccc(C(F)(F)F)cc2)o1)c1cccc2c1CC(O)CC2. RXN SMILES: [C:1]([Si:2]([CH3:3])([CH3:4])[O:6][CH:7]1[CH2:8][CH2:9][c:10]2[cH:11][cH:12][cH:13][c:14]([N:17]([c:18]3[o:19][c:20](-[c:23]4[cH:24][cH:25][c:26]([C:29]([F:30])([F:31])[F:32])[cH:27][cH:28]4)[cH:21][n:22]3)[CH3:33])[c:15]2[CH2:16]1)([CH3:5])([CH3:34])[CH3:35].[CH3:37][CH2:38][CH2:39][CH2:40][N+:41]([CH2:42][CH2:43][CH2:44][CH3:45])([CH2:46][CH2:47][CH2:48][CH3:49])[CH2:50][CH2:51][CH2:52][CH3:53].[F-:36].[O:54]1[CH2:55][CH2:56][CH2:57][CH2:58]1>>[OH:6][CH:7]1[CH2:8][CH2:9][c:10]2[cH:11][cH:12][cH:13][c:14]([N:17]([c:18]3[o:19][c:20](-[c:23]4[cH:24][cH:25][c:26]([C:29]([F:30])([F:31])[F:32])[cH:27][cH:28]4)[cH:21][n:22]3)[CH3:33])[c:15]2[CH2:16]1. Reactants: C(C)(C)(C)OC([C@@H](N)CC1=C(C=C(C=C1)O)C(C)(C)C)=O (0-t-butyltyrosine t-butyl ester), CN1CCOCC1 (N-methylmorpholine), ice, C(C)(C)(C)OC(=O)C(CC1(CCCC1)C(=O)O)CN(CC1=CC=CC=C1)CC1=CC=CC=C1 (1-(2-t-butyloxycarbonyl-3-dibenzylaminopropyl)-1-cyclopentane carboxylic acid), ON1N=NC2=C1C=CC=C2 (1-hydroxybenztriazole), C(C)N=C=NCCCN(C)C (1-ethyl-3-(dimethylaminopropyl)-carbodiimide). Run in ClCCl (dichloromethane). Run at temperature 0 celsius, time 30 minute. Product: C(C)(C)(C)OC([C@@H](NC(=O)C1(CCCC1)CC(CN(CC1=CC=CC=C1)CC1=CC=CC=C1)C(=O)OC(C)(C)C)CC1=CC=C(C=C1)OC(C)(C)C)=O (N-[1-(2-t-Butyloxycarbonyl-3-dibenzylaminopropyl)-1-cyclopentane-carbonyl]-O-t-butyl-(S)-tyrosine-t-butyl ester). The yield is 5768.4%. Reaction SMILES: [C:1]([O:5][C:6]([CH:8]([CH2:18][N:19]([CH2:27][C:28]1[CH:33]=[CH:32][CH:31]=[CH:30][CH:29]=1)[CH2:20][C:21]1[CH:26]=[CH:25][CH:24]=[CH:23][CH:22]=1)[CH2:9][C:10]1([C:15]([OH:17])=O)[CH2:14][CH2:13][CH2:12][CH2:11]1)=[O:7])([CH3:4])([CH3:3])[CH3:2].ON1C2C=C[CH:42]=[CH:43][C:38]=2N=N1.[CH2:44](N=C=NCCCN(C)C)C.[C:55]([O:59][C:60](=[O:75])[C@H:61]([CH2:63][C:64]1[CH:69]=[CH:68][C:67]([OH:70])=[CH:66][C:65]=1C(C)(C)C)[NH2:62])([CH3:58])([CH3:57])[CH3:56].CN1CCOCC1>ClCCl>[C:55]([O:59][C:60](=[O:75])[C@H:61]([CH2:63][C:64]1[CH:65]=[CH:66][C:67]([O:70][C:43]([CH3:42])([CH3:38])[CH3:44])=[CH:68][CH:69]=1)[NH:62][C:15]([C:10]1([CH2:9][CH:8]([C:6]([O:5][C:1]([CH3:4])([CH3:2])[CH3:3])=[O:7])[CH2:18][N:19]([CH2:27][C:28]2[CH:29]=[CH:30][CH:31]=[CH:32][CH:33]=2)[CH2:20][C:21]2[CH:26]=[CH:25][CH:24]=[CH:23][CH:22]=2)[CH2:14][CH2:13][CH2:12][CH2:11]1)=[O:17])([CH3:56])([CH3:57])[CH3:58]. Procedure details: To an ice cold solution of 1-(2-t-butyloxycarbonyl-3-dibenzylaminopropyl)-1-cyclopentane carboxylic acid (12.7 g, 27 mmole) in dry dichloromethane (100 ml) was added 1-hydroxybenztriazole (4.2 g,.31 mmole), and 1-ethyl-3-(dimethylaminopropyl)-carbodiimide (7 g, 36 mmole) and the resulting solution stirred at 0° C. for 30 minutes. To this solution was added 0-t-butyltyrosine t-butyl ester (8.4 g, 28.6 mmole) and N-methylmorpholine (5.25 g, 52 mmole) and the solution allowed to stand overnight at ... The reactants are Oc1ccc(C(F)(F)F)cc1, CCOC(=O)N=NC(=O)OCC, C1CCOC1, c1ccc(P(c2ccccc2)c2ccccc2)cc1, OCCCc1cn(C(c2ccccc2)(c2ccccc2)c2ccccc2)cn1. Product: FC(F)(F)c1ccc(OCCCc2cn(C(c3ccccc3)(c3ccccc3)c3ccccc3)cn2)cc1. As a reaction SMILES: [F:1][C:2]([c:3]1[cH:4][cH:5][c:6]([OH:9])[cH:7][cH:8]1)([F:10])[F:11].[O:59]=[C:60]([O:61][CH2:62][CH3:63])[N:64]=[N:65][C:66]([O:67][CH2:68][CH3:69])=[O:70].[O:71]1[CH2:72][CH2:73][CH2:74][CH2:75]1.[c:12]1([P:13]([c:14]2[cH:15][cH:16][cH:17][cH:18][cH:19]2)[c:20]2[cH:21][cH:22][cH:23][cH:24][cH:25]2)[cH:26][cH:27][cH:28][cH:29][cH:30]1.[c:31]1([C:37]([n:38]2[cH:39][n:40][c:41]([CH2:43][CH2:44][CH2:45][OH:46])[cH:42]2)([c:47]2[cH:48][cH:49][cH:50][cH:51][cH:52]2)[c:53]2[cH:54][cH:55][cH:56][cH:57][cH:58]2)[cH:32][cH:33][cH:34][cH:35][cH:36]1>>[F:1][C:2]([c:3]1[cH:4][cH:5][c:6]([O:9][CH2:45][CH2:44][CH2:43][c:41]2[n:40][cH:39][n:38]([C:37]([c:31]3[cH:32][cH:33][cH:34][cH:35][cH:36]3)([c:47]3[cH:48][cH:49][cH:50][cH:51][cH:52]3)[c:53]3[cH:54][cH:55][cH:56][cH:57][cH:58]3)[cH:42]2)[cH:7][cH:8]1)([F:10])[F:11].